The task is: describe an organic reaction: reactants, conditions, products, and yield. This data is from the Open Reaction Database (ORD), a public repository of structured organic reaction records. Starting materials: C1CCOC1, COC(=O)c1cnc(CCc2c(-c3ccc(F)cn3)noc2C)s1, [Li+], [OH-], O, O. Product: Cc1onc(-c2ccc(F)cn2)c1CCc1ncc(C(=O)O)s1. Reaction SMILES: [CH2:28]1[O:29][CH2:30][CH2:31][CH2:32]1.[CH3:1][O:2][C:3](=[O:4])[c:5]1[cH:6][n:7][c:8]([CH2:10][CH2:11][c:12]2[c:13](-[c:18]3[n:19][cH:20][c:21]([F:24])[cH:22][cH:23]3)[n:14][o:15][c:16]2[CH3:17])[s:9]1.[Li+:27].[OH-:26].[OH2:25].[OH2:33]>>[O:2]=[C:3]([OH:4])[c:5]1[cH:6][n:7][c:8]([CH2:10][CH2:11][c:12]2[c:13](-[c:18]3[n:19][cH:20][c:21]([F:24])[cH:22][cH:23]3)[n:14][o:15][c:16]2[CH3:17])[s:9]1.